This data is from the Open Reaction Database (ORD), a public repository of structured organic reaction records. The task is: describe an organic reaction: reactants, conditions, products, and yield Reactants: OC1=C(SC(=C1)N1C=NC2=C1C=CC(=C2)OC(F)(F)F)C(=O)OC (methyl 3-hydroxy-5-{5-[(trifluoromethyl)oxy]-1H-benzimidazol-1-yl}-2-thiophenecarboxylate), ClC1=C(C=CC=C1O[Si](C)(C)C(C)(C)C)[C@H](C)O ((1S)-1-(2-chloro-3-{[(1,1-dimethylethyl)(dimethyl)silyl]oxy}-phenyl)ethanol), ClC1=C(C=CC=C1O[Si](C)(C)C(C)(C)C)[C@H](C)O ((1S)-1-(2-chloro-3-{[(1,1-dimethylethyl)(dimethyl)silyl]oxy}-phenyl)ethanol), C1(=CC=CC=C1)P(C1=CC=CC=C1)C1=CC=CC=C1 (triphenylphosphine), CC(C)(C)OC(=O)/N=N/C(=O)OC(C)(C)C (di-tert-butylazodicarboxylate). Run in C(Cl)Cl (DCM). Run at time 1 hour. Product: ClC1=C(C=CC=C1O[Si](C)(C)C(C)(C)C)[C@@H](C)OC1=C(SC(=C1)N1C=NC2=C1C=CC(=C2)C=2C=NN(C2)C)C(=O)OC (methyl 3-{[(1R)-1-(2-chloro-3-{[(1,1-dimethylethyl)(dimethyl)silyl]oxy}phenyl)ethyl]oxy}-5-[5-(1-methyl-1H-pyrazol-4-yl)-1H-benzimidazol-1-yl]-2-thiophenecarboxylate). The yield is 90.0%. Reaction SMILES: [OH:1][C:2]1[CH:6]=[C:5]([N:7]2[C:11]3[CH:12]=[CH:13][C:14](OC(F)(F)F)=[CH:15][C:10]=3[N:9]=[CH:8]2)[S:4][C:3]=1[C:21]([O:23][CH3:24])=[O:22].[Cl:25][C:26]1[C:31]([O:32][Si:33]([C:36]([CH3:39])([CH3:38])[CH3:37])([CH3:35])[CH3:34])=[CH:30][CH:29]=[CH:28][C:27]=1[C@@H:40](O)[CH3:41].[C:43]1(P(C2C=CC=CC=2)C2C=CC=CC=2)[CH:48]=CC=C[CH:44]=1.CC(O[C:67](/[N:69]=[N:70]/C(OC(C)(C)C)=O)=O)(C)C>C(Cl)Cl>[Cl:25][C:26]1[C:31]([O:32][Si:33]([C:36]([CH3:39])([CH3:38])[CH3:37])([CH3:35])[CH3:34])=[CH:30][CH:29]=[CH:28][C:27]=1[C@H:40]([O:1][C:2]1[CH:6]=[C:5]([N:7]2[C:11]3[CH:12]=[CH:13][C:14]([C:43]4[CH:48]=[N:70][N:69]([CH3:67])[CH:44]=4)=[CH:15][C:10]=3[N:9]=[CH:8]2)[S:4][C:3]=1[C:21]([O:23][CH3:24])=[O:22])[CH3:41]. Procedure: To a slurry of methyl 3-hydroxy-5-{5-[(trifluoromethyl)oxy]-1H-benzimidazol-1-yl}-2-thiophenecarboxylate (0.71 g, 2.0 mmol) and (1S)-1-(2-chloro-3-{[(1,1-dimethylethyl)(dimethyl)silyl]oxy}phenyl)ethanol (Intermediate 17, 0.63 g, 2.2 mmol) so DCM (20 mL) was added triphenylphosphine (1.1 g, 4.0 mmol) and di-tert-butylazodicarboxylate (0.92 g, 4.0 mmol). The clear, yellow solution was stirred for 1 h, then silica gel (5 g) was added. The volatiles were evaporated under reduced pressure and the res... Starting materials: C=O (formaldehyde), N1CC(CCC1)CNC(=O)C=1N=NN(C1)C1=C(C=CC(=C1)C(NC1=C(C(=CC(=C1)C(C)(C)C)NS(=O)(=O)C)OC)=O)C (1-[5-(5-tert-Butyl-3-methanesulfonylamino-2-methoxy-phenylcarbamoyl)-2-methyl-phenyl]-1H-[1,2,3]triazole-4-carboxylic acid (piperidin-3-ylmethyl)-amide), C(#N)[BH3-].[Na+] (sodium cyanoborohydride). The solvent is C(Cl)Cl (CH2Cl2), CO (MeOH). Conditions: temperature 0 celsius, time 5 minute. Yields the product CN1CC(CCC1)CNC(=O)C=1N=NN(C1)C1=C(C=CC(=C1)C(NC1=C(C(=CC(=C1)C(C)(C)C)NS(=O)(=O)C)OC)=O)C (1-[5-(5-tert-Butyl-3-methanesulfonylamino-2-methoxy-phenylcarbamoyl)-2-methyl-phenyl]-1H-[1,2,3]triazole-4-carboxylic acid (1-methyl-piperidin-3-ylmethyl)-amide). Yield: 25.6%. RXN SMILES: [NH:1]1[CH2:6][CH2:5][CH2:4][CH:3]([CH2:7][NH:8][C:9]([C:11]2[N:12]=[N:13][N:14]([C:16]3[CH:21]=[C:20]([C:22](=[O:41])[NH:23][C:24]4[CH:29]=[C:28]([C:30]([CH3:33])([CH3:32])[CH3:31])[CH:27]=[C:26]([NH:34][S:35]([CH3:38])(=[O:37])=[O:36])[C:25]=4[O:39][CH3:40])[CH:19]=[CH:18][C:17]=3[CH3:42])[CH:15]=2)=[O:10])[CH2:2]1.C=O.[C:45]([BH3-])#N.[Na+]>CO.C(Cl)Cl>[CH3:45][N:1]1[CH2:6][CH2:5][CH2:4][CH:3]([CH2:7][NH:8][C:9]([C:11]2[N:12]=[N:13][N:14]([C:16]3[CH:21]=[C:20]([C:22](=[O:41])[NH:23][C:24]4[CH:29]=[C:28]([C:30]([CH3:31])([CH3:32])[CH3:33])[CH:27]=[C:26]([NH:34][S:35]([CH3:38])(=[O:36])=[O:37])[C:25]=4[O:39][CH3:40])[CH:19]=[CH:18][C:17]=3[CH3:42])[CH:15]=2)=[O:10])[CH2:2]1 |f:2.3|. Procedure: To a 0° C. suspension of 106 mg (0.268 mmol) of 1-[5-(5-tert-Butyl-3-methanesulfonylamino-2-methoxy-phenylcarbamoyl)-2-methyl-phenyl]-1H-[1,2,3]triazole-4-carboxylic acid (piperidin-3-ylmethyl)-amide in 2 mL of MeOH containing 1% HOAc was added 70 μL of aqueous formaldehyde. The suspension was stirred at 0° C. for five minutes then 18 mg (0.281 mmol) of sodium cyanoborohydride was added and the mixture was warmed to rt. After stirring for ˜1 the reaction mixture was diluted with 40 mL of CH2Cl2 ... Starting materials: ClC=1C=CC(=NC1)N1C(C2=NC=CN=C2C1=O)O (6-(5-Chloro-2-pyridyl)-6,7-dihydro-7-hydroxy-5H-pyrrolo[3,4-b]pyrazin-5-one), C(C)OC(=O)C=P(C1=CC=CC=C1)(C1=CC=CC=C1)C1=CC=CC=C1 (ethoxycarbonylmethylenetriphenylphosphorane). Run in C1(=CC=CC=C1)C (toluene). Product: ClC=1C=CC(=NC1)N1C(C2=NC=CN=C2C1=O)CC(=O)OCC (6-(5-chloropyridyl)-6,7-dihydro-7-ethoxycarbonylmethyl-5H-pyrrolo[3,4-b]pyrazin-5-one). Isolated yield 90.4%. Reaction SMILES: [Cl:1][C:2]1[CH:3]=[CH:4][C:5]([N:8]2[C:16](=O)[C:15]3[C:10](=[N:11][CH:12]=[CH:13][N:14]=3)[CH:9]2[OH:18])=[N:6][CH:7]=1.[CH2:19]([O:21][C:22]([CH:24]=P(C1C=CC=CC=1)(C1C=CC=CC=1)C1C=CC=CC=1)=[O:23])[CH3:20]>C1(C)C=CC=CC=1>[Cl:1][C:2]1[CH:3]=[CH:4][C:5]([N:8]2[C:9](=[O:18])[C:10]3[C:15](=[N:14][CH:13]=[CH:12][N:11]=3)[CH:16]2[CH2:24][C:22]([O:21][CH2:19][CH3:20])=[O:23])=[N:6][CH:7]=1. Procedure details: 6-(5-Chloro-2-pyridyl)-6,7-dihydro-7-hydroxy-5H-pyrrolo[3,4-b]pyrazin-5-one (1.05 g) and ethoxycarbonylmethylenetriphenylphosphorane (1.39 g) were dissolved in dry toluene (30 ml) and the solution was refluxed for 6 hours. After cooling, the solvent was distilled off and the residue was purified by silica gel column chromatography. Fractions eluted with dichloromethaneethyl acetate (2:1) were collected and the solvent was distilled off to give crude crystals. Recrystallization from ether-dichlor... The product is COC(=O)c1ccc(C)c(N2CCC3(CC2)OCCO3)c1. Reactants: O=C([O-])[O-], COC(=O)c1ccc(C)c(Br)c1, Cc1ccccc1, [Cs+], [Cs+], C1CC2(CCN1)OCCO2. As a reaction SMILES: [C:23](=[O:24])([O-:25])[O-:26].[CH3:11][O:12][C:13]([c:14]1[cH:15][c:16]([Br:21])[c:17]([CH3:20])[cH:18][cH:19]1)=[O:22].[CH3:29][c:30]1[cH:31][cH:32][cH:33][cH:34][cH:35]1.[Cs+:27].[Cs+:28].[O:1]1[CH2:2][CH2:3][O:4][C:5]12[CH2:6][CH2:7][NH:8][CH2:9][CH2:10]2>>[O:1]1[CH2:2][CH2:3][O:4][C:5]12[CH2:6][CH2:7][N:8]([c:16]1[cH:15][c:14]([C:13]([O:12][CH3:11])=[O:22])[cH:19][cH:18][c:17]1[CH3:20])[CH2:9][CH2:10]2. Starting materials: OC=1C=C(C=C(C1)C1=CC=C(C=C1)C)C(=O)OC (methyl 5-hydroxy-4′-methylbiphenyl-3-carboxylate), C([O-])([O-])=O.[K+].[K+] (potassium carbonate), BrC1=NC=CC=C1 (2-bromopyridine), CS(=O)C (dimethyl sulfoxide). The solvent is CCOC(=O)C (EtOAc). Reaction conditions: temperature 135 celsius, time 8 hour. Product: CC1=CC=C(C=C1)C1=CC(=CC(=C1)OC1=NC=CC=C1)C(=O)OC (Methyl 4′-methyl-5-(pyridin-2-yloxy)biphenyl-3-carboxylate). Reaction SMILES: [OH:1][C:2]1[CH:3]=[C:4]([C:15]([O:17][CH3:18])=[O:16])[CH:5]=[C:6]([C:8]2[CH:13]=[CH:12][C:11]([CH3:14])=[CH:10][CH:9]=2)[CH:7]=1.C(=O)([O-])[O-].[K+].[K+].Br[C:26]1[CH:31]=[CH:30][CH:29]=[CH:28][N:27]=1.CS(C)=O>CCOC(C)=O>[CH3:14][C:11]1[CH:10]=[CH:9][C:8]([C:6]2[CH:7]=[C:2]([O:1][C:26]3[CH:31]=[CH:30][CH:29]=[CH:28][N:27]=3)[CH:3]=[C:4]([C:15]([O:17][CH3:18])=[O:16])[CH:5]=2)=[CH:13][CH:12]=1 |f:1.2.3|. Procedure: A mixture of methyl 5-hydroxy-4′-methylbiphenyl-3-carboxylate (100 mg, 0.41 mmol), potassium carbonate (100 mg, 0.72 mmol), 2-bromopyridine (0.40 mL, 4.2 mmol), and dimethyl sulfoxide (2 mL) was stirred at 135° C. overnight. After cooling, the mixture was diluted with EtOAc and washed with aq. NaHCO3 (sat.), dried over anhydrous MgSO4, filtered, and concentrated. The residue was purified by flash chromatography (0-20% EtOAc/hexane) to afford the title compound.